From a dataset of the Open Reaction Database (ORD), a public repository of structured organic reaction records. describe an organic reaction: reactants, conditions, products, and yield Starting materials: C([O-])([O-])=O.[K+].[K+] (Potassium carbonate), CI (methyl iodide), OC1=C(C=O)C=C(C=C1)N1N=CN=N1 (2-hydroxy-5-tetrazol -2yl-benzaldehyde). The solvent is CN(C=O)C (dimethylformamide), O (water). Run at time 2 hour. Product: COC1=C(C=O)C=C(C=C1)N1N=CN=N1 (2Methoxy-5-tetrazol-2-yl-benzaldehyde). The yield is 42.4%. Reaction SMILES: [C:1](=O)([O-])[O-].[K+].[K+].CI.[OH:9][C:10]1[CH:17]=[CH:16][C:15]([N:18]2[N:22]=[N:21][CH:20]=[N:19]2)=[CH:14][C:11]=1[CH:12]=[O:13]>CN(C)C=O.O>[CH3:1][O:9][C:10]1[CH:17]=[CH:16][C:15]([N:18]2[N:22]=[N:21][CH:20]=[N:19]2)=[CH:14][C:11]=1[CH:12]=[O:13] |f:0.1.2|. Procedure: Potassium carbonate (1.06g) and methyl iodide (0.5 ml) were added to a solution of 2-hydroxy-5-tetrazol -2yl-benzaldehyde (930 mg) in dimethylformamide (6 ml ) at room temperature. The mixture was stirred for 2 h then evaporated to give an orange solid. This was dissolved in water (40 ml), extracted with dichloromethane (3×30 ml), dried (Na2 SO4) and evaporated. The residue was purified by FCC (dichloromethane) to give the title compound as a yellow solid (423 mg).